From a dataset of the Open Reaction Database (ORD), a public repository of structured organic reaction records. describe an organic reaction: reactants, conditions, products, and yield The reactants are C(C(=O)C)(=O)O (pyruvic acid), C(CCCCCCC)O (n-octanol). Reagents/catalysts: O.C1(=CC=C(C=C1)S(=O)(=O)O)C (p-toluenesulfonic acid monohydrate). Solvent: C1(=CC=CC=C1)C (toluene). Reaction conditions: temperature 25 celsius. The product is C(C(=O)C)(=O)OCCCCCCCC (octyl pyruvate). The yield is 76.1%. As a reaction SMILES: [C:1]([OH:6])(=[O:5])[C:2]([CH3:4])=[O:3].[CH2:7](O)[CH2:8][CH2:9][CH2:10][CH2:11][CH2:12][CH2:13][CH3:14]>O.C1(C)C=CC(S(O)(=O)=O)=CC=1.C1(C)C=CC=CC=1>[C:1]([O:6][CH2:7][CH2:8][CH2:9][CH2:10][CH2:11][CH2:12][CH2:13][CH3:14])(=[O:5])[C:2]([CH3:4])=[O:3] |f:2.3|. Reported procedure: A toluene (1 L) solution of pyruvic acid (440 g, 5.0 mol), n-octanol (651 g, 5.0 mol) and p-toluenesulfonic acid monohydrate (2.5 g) was heated and refluxed for 16 hours while removing water under a nitrogen gas stream, thereby obtaining a first reaction solution. Next, the first reaction solution was cooled to room temperature (25° C.). Thereafter, toluene was removed under reduced pressure (40 mmHg) using an evaporator, and the residue was purified by reduced pressure distillation (2 mmHg, 82 ...